From a dataset of the Open Reaction Database (ORD), a public repository of structured organic reaction records. describe an organic reaction: reactants, conditions, products, and yield Reactants: [BH4-], N#Cc1ccc(C2(C#N)CCC2)cc1, C1CCOC1, [Li]C, CO, Cl, [Na+], O. Yields the product CC(N)c1ccc(C2(C#N)CCC2)cc1. RXN SMILES: [BH4-:17].[C:1](#[N:2])[C:3]1([c:7]2[cH:8][cH:9][c:10]([C:11]#[N:12])[cH:13][cH:14]2)[CH2:4][CH2:5][CH2:6]1.[CH2:23]1[O:24][CH2:25][CH2:26][CH2:27]1.[CH3:15][Li:16].[CH3:20][OH:21].[ClH:19].[Na+:18].[OH2:22]>>[C:1](#[N:2])[C:3]1([c:7]2[cH:8][cH:9][c:10]([CH:11]([NH2:12])[CH3:15])[cH:13][cH:14]2)[CH2:4][CH2:5][CH2:6]1.